This data is from the Open Reaction Database (ORD), a public repository of structured organic reaction records. The task is: describe an organic reaction: reactants, conditions, products, and yield Starting materials: C(C)(C)(C)C=1C=C(CC2OC2)C=C(C1O)C(C)(C)C (3,5-di-tert.-butyl-4-hydroxybenzyl-oxirane), CC1(C(NC(N1)=O)=O)C (5,5-dimethylhydantoin). Reagents/catalysts: [Cl-].[Li+] (lithium chloride). Run at time 60 minute. The product is OC(CN1C(NC(C1=O)(C)C)=O)CC1=CC(=C(C(=C1)C(C)(C)C)O)C(C)(C)C (3-[2-hydroxy-3(3,5-di-tert.-butyl-4-hydroxyphenyl)-propyl] -5,5-dimethylhydantoin). Isolated yield 79.4%. Reaction SMILES: [C:1]([C:5]1[CH:6]=[C:7]([CH:12]=[C:13]([C:16]([CH3:19])([CH3:18])[CH3:17])[C:14]=1[OH:15])[CH2:8][CH:9]1[CH2:11][O:10]1)([CH3:4])([CH3:3])[CH3:2].[CH3:20][C:21]1([CH3:28])[NH:25][C:24](=[O:26])[NH:23][C:22]1=[O:27]>[Cl-].[Li+]>[OH:10][CH:9]([CH2:8][C:7]1[CH:6]=[C:5]([C:1]([CH3:4])([CH3:3])[CH3:2])[C:14]([OH:15])=[C:13]([C:16]([CH3:19])([CH3:17])[CH3:18])[CH:12]=1)[CH2:11][N:23]1[C:22](=[O:27])[C:21]([CH3:28])([CH3:20])[NH:25][C:24]1=[O:26] |f:2.3|. Reported procedure: 25 mg of lithium chloride are added to 5.25 g (0.02 mol) of 3,5-di-tert.-butyl-4-hydroxybenzyl-oxirane and 2.56 g (0.02 mol) of 5,5-dimethylhydantoin and the mixture is kept as a melt at 220°-230°C for 60 minutes whilst stirring in a nitrogen atmosphere. After cooling, a glassy residue is obtained, which when recrystallised from toluene/isopropanol gives 6.2 g (78% of theory) of 3-[2-hydroxy-3(3,5-di-tert.-butyl-4-hydroxyphenyl)-propyl] -5,5-dimethylhydantoin of melting point 175°-76°C in the fo... Reactants: [BH4-], CO, O=Cc1nc2nc(Cl)nc(N3CCOCC3)c2s1, [Na+]. Product: OCc1nc2nc(Cl)nc(N3CCOCC3)c2s1. RXN SMILES: [BH4-:19].[CH3:21][OH:22].[Cl:1][c:2]1[n:3][c:4]([N:13]2[CH2:14][CH2:15][O:16][CH2:17][CH2:18]2)[c:5]2[c:6]([n:7]1)[n:8][c:9]([CH:11]=[O:12])[s:10]2.[Na+:20]>>[Cl:1][c:2]1[n:3][c:4]([N:13]2[CH2:14][CH2:15][O:16][CH2:17][CH2:18]2)[c:5]2[c:6]([n:7]1)[n:8][c:9]([CH2:11][OH:12])[s:10]2. Starting materials: ClC=1N=C(C2=C(N1)SC(=N2)CN2CCN(CC2)C(C(C)O)=O)N2CCOCC2 (1-[4-(5-Chloro-7-morpholin-4-yl-thiazolo[5,4-d]pyrimidin-2-ylmethyl)-piperazin-1-yl]-2-hydroxy-propan-1-one), NC1=NC=C(C=N1)B(O)O (2-aminopyrimidine-5-boronic acid), pinacol ester. Product: NC1=NC=C(C=N1)C=1N=C(C2=C(N1)SC(=N2)CN2CCN(CC2)C([C@H](C)O)=O)N2CCOCC2 ((S)-1-(4-((5-(2-aminopyrimidin-5-yl)-7-morpholinothiazolo[5,4-d]pyrimidin-2-yl)methyl)piperazin-1-yl)-2-hydroxypropan-1-one). The yield is 24.6%. As a reaction SMILES: Cl[C:2]1[N:3]=[C:4]([N:23]2[CH2:28][CH2:27][O:26][CH2:25][CH2:24]2)[C:5]2[N:10]=[C:9]([CH2:11][N:12]3[CH2:17][CH2:16][N:15]([C:18](=[O:22])[CH:19]([OH:21])[CH3:20])[CH2:14][CH2:13]3)[S:8][C:6]=2[N:7]=1.[NH2:29][C:30]1[N:35]=[CH:34][C:33](B(O)O)=[CH:32][N:31]=1>>[NH2:29][C:30]1[N:35]=[CH:34][C:33]([C:2]2[N:3]=[C:4]([N:23]3[CH2:28][CH2:27][O:26][CH2:25][CH2:24]3)[C:5]3[N:10]=[C:9]([CH2:11][N:12]4[CH2:17][CH2:16][N:15]([C:18](=[O:22])[C@@H:19]([OH:21])[CH3:20])[CH2:14][CH2:13]4)[S:8][C:6]=3[N:7]=2)=[CH:32][N:31]=1. Reported procedure: 1-[4-(5-Chloro-7-morpholin-4-yl-thiazolo[5,4-d]pyrimidin-2-ylmethyl)-piperazin-1-yl]-2-hydroxy-propan-1-one (100 mg) was reacted with 62 mg of 2-aminopyrimidine-5-boronic acid, pinacol ester via General Procedure A. The product was purified by reverse phase HPLC to yield 28 mg of 108. MS (Q1) 486.2 (M)+. Reactants: C(C)(=O)N1C(CC(C2=CC(=CC=C12)O)(C)C1=CC=CC=C1)(C)C (1-acetyl-6-hydroxy-4-phenyl-1,2,3,4-tetrahydro-2,2,4-trimethylquinoline), C1(=CC=C(C=C1)C(=O)Cl)C1=CC=CC=C1 (4-biphenylcarbonyl chloride), C(C)(C)N(C(C)C)CC (N,N-diisopropylethylamine). Solvent: O1CCCC1 (tetrahydrofuran). Yields the product C(C)(=O)N1C(CC(C2=CC(=CC=C12)OC(C1=CC=C(C=C1)C1=CC=CC=C1)=O)(C)C1=CC=CC=C1)(C)C (1-Acetyl-4-phenyl-6-(4-phenylbenzoyl)oxy-1,2,3,4-tetrahydro-2,2,4-trimethylquinoline). RXN SMILES: [C:1]([N:4]1[C:13]2[C:8](=[CH:9][C:10]([OH:14])=[CH:11][CH:12]=2)[C:7]([C:16]2[CH:21]=[CH:20][CH:19]=[CH:18][CH:17]=2)([CH3:15])[CH2:6][C:5]1([CH3:23])[CH3:22])(=[O:3])[CH3:2].[C:24]1([C:33]2[CH:38]=[CH:37][CH:36]=[CH:35][CH:34]=2)[CH:29]=[CH:28][C:27]([C:30](Cl)=[O:31])=[CH:26][CH:25]=1.C(N(CC)C(C)C)(C)C>O1CCCC1>[C:1]([N:4]1[C:13]2[C:8](=[CH:9][C:10]([O:14][C:30](=[O:31])[C:27]3[CH:28]=[CH:29][C:24]([C:33]4[CH:38]=[CH:37][CH:36]=[CH:35][CH:34]=4)=[CH:25][CH:26]=3)=[CH:11][CH:12]=2)[C:7]([C:16]2[CH:21]=[CH:20][CH:19]=[CH:18][CH:17]=2)([CH3:15])[CH2:6][C:5]1([CH3:23])[CH3:22])(=[O:3])[CH3:2]. Procedure details: Acylation of 1-acetyl-6-hydroxy-4-phenyl-1,2,3,4-tetrahydro-2,2,4-trimethylquinoline (10 mg) with 4-biphenylcarbonyl chloride (14 mg) and N,N-diisopropylethylamine (28 μl) in tetrahydrofuran (1 ml) was performed according to the method described in example 6. Starting materials: CCO, NN, COC(=O)CC1CCCCN1. The product is NNC(=O)CC1CCCCN1. Reaction SMILES: [CH3:14][CH2:15][OH:16].[NH2:12][NH2:13].[NH:1]1[CH:2]([CH2:7][C:8]([O:10][CH3:9])=[O:11])[CH2:3][CH2:4][CH2:5][CH2:6]1>>[NH:1]1[CH:2]([CH2:7][C:8](=[O:10])[NH:13][NH2:12])[CH2:3][CH2:4][CH2:5][CH2:6]1. The reactants are C1(=C(C=CC=C1)CC(O)(C1CN(CCO1)CC1=CC=CC=C1)C1CCCC1)C1=CC=CC=C1 (2-[1,1′-Biphenyl]-2-yl-1-cyclopentyl-1-[4-(phenylmethyl)morpholin-2-yl]ethanol), CCN(C(C)C)C(C)C (Hünig's base), ClC(=O)OC(C)Cl (α-chloroethyl chloroformate). Solvent: C(Cl)Cl (DCM). Product: Cl.C1(=C(C=CC=C1)CC(O)(C1CNCCO1)C1CCCC1)C1=CC=CC=C1 (2-[1,1′-Biphenyl]-2-yl-1-cyclopentyl-1-morpholin-2-ylethanol hydrochloride), base. Isolated yield 58.0%. As a reaction SMILES: [C:1]1([C:28]2[CH:33]=[CH:32][CH:31]=[CH:30][CH:29]=2)[CH:6]=[CH:5][CH:4]=[CH:3][C:2]=1[CH2:7][C:8]([CH:23]1[CH2:27][CH2:26][CH2:25][CH2:24]1)([CH:10]1[O:15][CH2:14][CH2:13][N:12](CC2C=CC=CC=2)[CH2:11]1)[OH:9].CCN(C(C)C)C(C)C.[Cl:43]C(OC(Cl)C)=O>C(Cl)Cl>[ClH:43].[C:1]1([C:28]2[CH:33]=[CH:32][CH:31]=[CH:30][CH:29]=2)[CH:6]=[CH:5][CH:4]=[CH:3][C:2]=1[CH2:7][C:8]([CH:23]1[CH2:24][CH2:25][CH2:26][CH2:27]1)([CH:10]1[O:15][CH2:14][CH2:13][NH:12][CH2:11]1)[OH:9] |f:4.5|. Procedure details: The free base of 48 is prepared from 47 (1.75 g, 3.95 mmol), solid supported Hünig's base (2.22 g) and α-chloroethyl chloroformate (1.62 mL) in anhydrous DCM (30 mL) following General Procedure 3. Purification by ion exchange chromatography followed by flash column chromatography (eluent, MeOH/DCM 1/99 to 20/80 [v/v]) gives the free base as a viscous oil (805 mg, 58%) which is converted into 48 following General Procedure 4. MW 387.95; C23H29NO2.HCl; 1H NMR (CD3OD): δ 7.66-7.40 (1H, m) 7.19-7.47... Starting materials: CC(O)c1cncc(Br)c1, CCOC(C)=O, C1CCC2=NCCCN2CC1, C1CCOC1, O, [N-]=[N+]=NP(=O)(c1ccccc1)c1ccccc1. Yields the product CC(N=[N+]=[N-])c1cncc(Br)c1. As a reaction SMILES: [Br:1][c:2]1[cH:3][c:4]([CH:8]([CH3:9])[OH:10])[cH:5][n:6][cH:7]1.[CH3:44][CH2:45][O:46][C:47](=[O:48])[CH3:49].[N:28]12[CH2:29][CH2:30][CH2:31][N:32]=[C:33]1[CH2:34][CH2:35][CH2:36][CH2:37][CH2:38]2.[O:39]1[CH2:40][CH2:41][CH2:42][CH2:43]1.[OH2:50].[c:11]1([P:12]([c:13]2[cH:14][cH:15][cH:16][cH:17][cH:18]2)(=[O:19])[N:25]=[N+:26]=[N-:27])[cH:20][cH:21][cH:22][cH:23][cH:24]1>>[Br:1][c:2]1[cH:3][c:4]([CH:8]([CH3:9])[N:25]=[N+:26]=[N-:27])[cH:5][n:6][cH:7]1.